This data is from the Open Reaction Database (ORD), a public repository of structured organic reaction records. The task is: describe an organic reaction: reactants, conditions, products, and yield Reactants: NC1=CC(=C(C(=O)NCCN(CC)CC)C=C1Cl)OCC#N (4-Amino-5-chloro-2-cyanomethoxy-N-[2-(diethylamino)ethyl]benzamide). Reagents/catalysts: [Ni] (Raney nickel). Run at time 5 hour. Product: NC1=CC(=C(C(=O)NCCN(CC)CC)C=C1Cl)OCCN (4-Amino-2-(2-aminoethoxy)-5-chloro-N-[2-(diethylamino)ethyl]benzamide). Yield: 45.6%. As a reaction SMILES: [NH2:1][C:2]1[C:17]([Cl:18])=[CH:16][C:5]([C:6]([NH:8][CH2:9][CH2:10][N:11]([CH2:14][CH3:15])[CH2:12][CH3:13])=[O:7])=[C:4]([O:19][CH2:20][C:21]#[N:22])[CH:3]=1>[Ni]>[NH2:1][C:2]1[C:17]([Cl:18])=[CH:16][C:5]([C:6]([NH:8][CH2:9][CH2:10][N:11]([CH2:12][CH3:13])[CH2:14][CH3:15])=[O:7])=[C:4]([O:19][CH2:20][CH2:21][NH2:22])[CH:3]=1. Procedure details: To a suspension of one teaspoonful of Raney nickel (well washed with methanol) in methanol (130 ml) was added 4-amino-5-chloro-2-cyanomethyl-N-[2-(dimethylamino)ethyl]benzamide (12.05 g, 37.1 mmoles) (prepared in Example 13), and the mixture hydrogenated at 40 psi for 5 hours. The catalyst was removed by filtration under nitrogen and the filtrate concentrated in vacuo. This was dissolved in methylene chloride and washed with 1N sodium hydroxide (4×25 ml). The washings were back extracted with me...